Dataset: the Open Reaction Database (ORD), a public repository of structured organic reaction records. Task: describe an organic reaction: reactants, conditions, products, and yield Starting materials: C(C)(C)(C)OC(NC1=C(C=C(C=C1)C(F)(F)F)NC(CC(=O)C1=CC(=CC=C1)C1=CC(=NC=C1)C)=O)=O ((2-{3-[3-(2-methyl-pyridin-4-yl)-phenyl]-3-oxo-propionylamino}-4-trifluoromethyl-phenyl)-carbamic acid tert-butyl ester), C(=O)(C(F)(F)F)O (TFA). The solvent is C(Cl)Cl (CH2Cl2). Product: CC1=NC=CC(=C1)C=1C=C(C=CC1)C1=NC2=C(NC(C1)=O)C=C(C=C2)C(F)(F)F (4-[3-(2-Methyl-pyridin-4-yl)-phenyl]-8-trifluoromethyl-1,3-dihydro benzo[b][1,4]diazepin-2-one), solid. Isolated yield 54.0%. As a reaction SMILES: C(OC(=O)[NH:7][C:8]1[CH:13]=[CH:12][C:11]([C:14]([F:17])([F:16])[F:15])=[CH:10][C:9]=1[NH:18][C:19](=[O:36])[CH2:20][C:21]([C:23]1[CH:28]=[CH:27][CH:26]=[C:25]([C:29]2[CH:34]=[CH:33][N:32]=[C:31]([CH3:35])[CH:30]=2)[CH:24]=1)=O)(C)(C)C.C(O)(C(F)(F)F)=O>C(Cl)Cl>[CH3:35][C:31]1[CH:30]=[C:29]([C:25]2[CH:24]=[C:23]([C:21]3[CH2:20][C:19](=[O:36])[NH:18][C:9]4[CH:10]=[C:11]([C:14]([F:17])([F:16])[F:15])[CH:12]=[CH:13][C:8]=4[N:7]=3)[CH:28]=[CH:27][CH:26]=2)[CH:34]=[CH:33][N:32]=1. Procedure: The title compound was prepared from (2-{3-[3-(2-methyl-pyridin-4-yl)-phenyl]-3-oxo-propionylamino}-4-trifluoromethyl-phenyl)-carbamic acid tert-butyl ester (Example M69) (0.41 g, 0.80 mmol) by treatment with TFA in CH2Cl2 according to the general procedure N. Obtained as a light yellow solid (172 mg, 54%). Reactants: CCCC1CC(=O)C2=C(C1)NC(C)=C(C#N)C2c1cc(Br)c(OCc2cccc([N+](=O)[O-])c2)c(NS(C)(=O)=O)c1, CCO, CCOC(C)=O, O. The product is CCCC1CC(=O)C2=C(C1)NC(C)=C(C#N)C2c1cc(Br)c(OCc2cccc(N)c2)c(NS(C)(=O)=O)c1. RXN SMILES: [Br:1][c:2]1[c:3]([O:30][CH2:31][c:32]2[cH:33][c:34]([N+:38]([O-:39])=[O:40])[cH:35][cH:36][cH:37]2)[c:4]([NH:25][S:26](=[O:27])(=[O:28])[CH3:29])[cH:5][c:6]([CH:8]2[C:9]([C:23]#[N:24])=[C:10]([CH3:22])[NH:11][C:12]3=[C:17]2[C:16](=[O:18])[CH2:15][CH:14]([CH2:19][CH2:20][CH3:21])[CH2:13]3)[cH:7]1.[CH3:41][CH2:42][OH:43].[CH3:45][CH2:46][O:47][C:48](=[O:49])[CH3:50].[OH2:44]>>[Br:1][c:2]1[c:3]([O:30][CH2:31][c:32]2[cH:33][c:34]([NH2:38])[cH:35][cH:36][cH:37]2)[c:4]([NH:25][S:26](=[O:27])(=[O:28])[CH3:29])[cH:5][c:6]([CH:8]2[C:9]([C:23]#[N:24])=[C:10]([CH3:22])[NH:11][C:12]3=[C:17]2[C:16](=[O:18])[CH2:15][CH:14]([CH2:19][CH2:20][CH3:21])[CH2:13]3)[cH:7]1. The reactants are COC(\C=C\C1=C(C=CC(=C1)Cl)N)=O ((E)-3-(2-Amino-5-chlorophenyl)-acrylic acid methyl ester), O(C(=O)OC(C)(C)C)C(=O)OC(C)(C)C ((BOC)2O). The solvent is C1CCOC1 (THF). The product is COC(\C=C\C1=C(C=CC(=C1)Cl)NC(=O)OC(C)(C)C)=O ((E)-3-(2-tert-Butyloxycarbonylamino-5chlorophenyl)-acrylic acid methyl ester). Isolated yield 72.2%. RXN SMILES: [CH3:1][O:2][C:3](=[O:14])/[CH:4]=[CH:5]/[C:6]1[CH:11]=[C:10]([Cl:12])[CH:9]=[CH:8][C:7]=1[NH2:13].[O:15](C(OC(C)(C)C)=O)[C:16]([O:18][C:19]([CH3:22])([CH3:21])[CH3:20])=O>C1COCC1>[CH3:1][O:2][C:3](=[O:14])/[CH:4]=[CH:5]/[C:6]1[CH:11]=[C:10]([Cl:12])[CH:9]=[CH:8][C:7]=1[NH:13][C:16]([O:18][C:19]([CH3:22])([CH3:21])[CH3:20])=[O:15]. Reported procedure: (E)-3-(2-Amino-5-chlorophenyl)-acrylic acid methyl ester (Gonzalez-Zamora, Eduardo et al Chem. Comm. (2001), (17), 1684-1685.) (1.7 g, 8.0 mmol) in THF (6.5 ml) was combined with (BOC)2O (6.98 g9 32.0 mmol) and refluxed for 4 hours. THF was evaporated and the residue purified via chromatography (SiO2, acetone/hexanes 5/95) followed by recrystallisation from hexanes to yield the title compound as yellow crystals (1.8 g; 72%). Reactants: ClC1=C(C=C(C=C1)C(F)(F)F)S(=O)(=O)NC1=C(C=CC=C1)NS(=O)(=O)C1=CC2=C(S1)C=CC=C2 (benzo[b]thiophene-2-sulfonic acid [2-(2-chloro-5-trifluoromethylbenzenesulfonylamino)phenyl]-amide), C[O-].[Na+] (sodium methoxide). Solvent: CCOC(=O)C (EtOAc), O1CCOCC1 (dioxane). Product: COC1=C(C=C(C=C1)C(F)(F)F)S(=O)(=O)NC1=C(C=CC=C1)NS(=O)(=O)C1=CC2=C(S1)C=CC=C2 (benzo[b]thiophene-2-sulfonic acid [2-(2-methoxy-5-trifluoromethyl-benzenesulfonylamino)phenyl]-amide). The yield is 75.2%. As a reaction SMILES: Cl[C:2]1[CH:7]=[CH:6][C:5]([C:8]([F:11])([F:10])[F:9])=[CH:4][C:3]=1[S:12]([NH:15][C:16]1[CH:21]=[CH:20][CH:19]=[CH:18][C:17]=1[NH:22][S:23]([C:26]1[S:30][C:29]2[CH:31]=[CH:32][CH:33]=[CH:34][C:28]=2[CH:27]=1)(=[O:25])=[O:24])(=[O:14])=[O:13].[CH3:35][O-:36].[Na+]>O1CCOCC1.CCOC(C)=O>[CH3:35][O:36][C:2]1[CH:7]=[CH:6][C:5]([C:8]([F:11])([F:10])[F:9])=[CH:4][C:3]=1[S:12]([NH:15][C:16]1[CH:21]=[CH:20][CH:19]=[CH:18][C:17]=1[NH:22][S:23]([C:26]1[S:30][C:29]2[CH:31]=[CH:32][CH:33]=[CH:34][C:28]=2[CH:27]=1)(=[O:25])=[O:24])(=[O:14])=[O:13] |f:1.2|. Reported procedure: To a solution of benzo[b]thiophene-2-sulfonic acid [2-(2-chloro-5-trifluoromethylbenzenesulfonylamino)phenyl]-amide (0.5 mmol) in dioxane (5 mL), solid sodium methoxide (2 mmol) was added in one portion and the resulting reaction mixture was then heated to reflux for ca. 4 h. After the completion of the reaction, the reaction mixture was cooled to RT and concentrated in vacuo. The residue obtained was redissolved in EtOAc (10 mL) and was washed with water (10 mL) and brine (10 mL). The organic p... Starting materials: F[B-](F)(F)F.C(C)(C)(C)[N+]=1OC(=C2C1C=CC(=C2)Cl)C2=CC=CC=C2 (1-tert.-butyl-5-chloro-3-phenyl-2,1-benzisoxazolium tetrafluoroborate), N1CCOCC1 (morpholine). Reaction conditions: time 1 hour. Yields the product C(C)(C)(C)N1OC(C2=C1C=CC(=C2)Cl)(C2=CC=CC=C2)N2CCOCC2 (1-tert.-butyl-5-chloro-3-morpholino-3-phenyl-2,1-benzisoxazoline). RXN SMILES: F[B-](F)(F)F.[C:6]([N+:10]1[O:11][C:12]([C:20]2[CH:25]=[CH:24][CH:23]=[CH:22][CH:21]=2)=[C:13]2[CH:18]=[C:17]([Cl:19])[CH:16]=[CH:15][C:14]=12)([CH3:9])([CH3:8])[CH3:7].[NH:26]1[CH2:31][CH2:30][O:29][CH2:28][CH2:27]1>>[C:6]([N:10]1[C:14]2[CH:15]=[CH:16][C:17]([Cl:19])=[CH:18][C:13]=2[C:12]([N:26]2[CH2:31][CH2:30][O:29][CH2:28][CH2:27]2)([C:20]2[CH:25]=[CH:24][CH:23]=[CH:22][CH:21]=2)[O:11]1)([CH3:9])([CH3:7])[CH3:8] |f:0.1|. Procedure: To a flask containing 6 g. of 1-tert.-butyl-5-chloro-3-phenyl-2,1-benzisoxazolium tetrafluoroborate is added 9 ml. of morpholine and the mixture heated at 80°C. with stirring for 1 hour. The reaction mixture is washed in diethyl ether and water and the ether layer separated, dried, evaporated in vacuo to dryness and the residue recrystallized from ether to obtain 1-tert.-butyl-5-chloro-3-morpholino-3-phenyl-2,1-benzisoxazoline, m.p. 130°-132°C.